Dataset: the Open Reaction Database (ORD), a public repository of structured organic reaction records. Task: describe an organic reaction: reactants, conditions, products, and yield Reactants: NC1=CC=C(C(=O)N2CCCCC3=C2C=CC=C3)C=C1 (1-(4-aminobenzoyl)-2,3,4,5-tetrahydro-1H-benzazepine), CC1=C(C=CC=C1)N=C=O (o-methylphenyl isocyanate). The solvent is ClCCl (dichloromethane). Run at time 4 hour. Product: CC1=C(NC(=O)NC2=CC=C(C(=O)N3CCCCC4=C3C=CC=C4)C=C2)C=CC=C1 (1-[4-(2-methylanilinocarbonylamino)benzoyl]-2,3,4,5-tetrahydro-1H-benzazepine). Yield: 61.0%. RXN SMILES: [NH2:1][C:2]1[CH:20]=[CH:19][C:5]([C:6]([N:8]2[C:14]3[CH:15]=[CH:16][CH:17]=[CH:18][C:13]=3[CH2:12][CH2:11][CH2:10][CH2:9]2)=[O:7])=[CH:4][CH:3]=1.[CH3:21][C:22]1[CH:27]=[CH:26][CH:25]=[CH:24][C:23]=1[N:28]=[C:29]=[O:30]>ClCCl>[CH3:21][C:22]1[CH:27]=[CH:26][CH:25]=[CH:24][C:23]=1[NH:28][C:29]([NH:1][C:2]1[CH:20]=[CH:19][C:5]([C:6]([N:8]2[C:14]3[CH:15]=[CH:16][CH:17]=[CH:18][C:13]=3[CH2:12][CH2:11][CH2:10][CH2:9]2)=[O:7])=[CH:4][CH:3]=1)=[O:30]. Reported procedure: To a solution of 1-(4-aminobenzoyl)-2,3,4,5-tetrahydro-1H-benzazepine (1.06 g) in dichloromethane (80 ml) is added o-methylphenyl isocyanate (0.66 g) under ice-cooling. The mixture is stirred at room temperature for 4 hours. After completion of the reaction, the solvent is concentrated under reduced pressure and the resulting residue is purified by silica gel column chromatography (eluent; n-hexane:ethyl acetate=1:1), and recrystallized from ethyl acetate to give 1-[4-(2-methylanilinocarbonylami... Reactants: CO, [H][H], O=[N+]([O-])C(CO)(CO)c1ccccc1, [Pd]. The product is OCC(CO)c1ccccc1. Reaction SMILES: [CH3:18][OH:19].[H:15][H:16].[N+:1]([O-:2])(=[O:3])[C:4]([CH2:5][OH:6])([CH2:7][OH:8])[c:9]1[cH:10][cH:11][cH:12][cH:13][cH:14]1.[Pd:17]>>[CH:4]([CH2:5][OH:6])([CH2:7][OH:8])[c:9]1[cH:10][cH:11][cH:12][cH:13][cH:14]1. The reactants are [BH4-].[Na+] (sodium borohydride), COC1=C(C=CC=C1)CCN (2-(2-methoxyphenyl)ethylamine), O.C1(=CC=C(C=C1)S(=O)(=O)O)C (p-toluenesulphonic acid monohydrate), O=C1C=2C=CC(=NC2CCC1)C#N (5-oxo-5,6,7,8-tetrahydroquinoline-2-carbonitrile). Run in C1(=CC=CC=C1)C (toluene), O (water). Conditions: temperature 0 celsius. Product: COC1=C(C=CC=C1)CCNC1C=2C=CC(=NC2CCC1)C#N (rac-5-{[2-(2-Methoxyphenyl)ethyl]amino}-5,6,7,8-tetrahydroquinoline-2-carbonitrile). RXN SMILES: O=[C:2]1[CH2:11][CH2:10][CH2:9][C:8]2[N:7]=[C:6]([C:12]#[N:13])[CH:5]=[CH:4][C:3]1=2.[CH3:14][O:15][C:16]1[CH:21]=[CH:20][CH:19]=[CH:18][C:17]=1[CH2:22][CH2:23][NH2:24].O.C1(C)C=CC(S(O)(=O)=O)=CC=1.[BH4-].[Na+]>C1(C)C=CC=CC=1.O>[CH3:14][O:15][C:16]1[CH:21]=[CH:20][CH:19]=[CH:18][C:17]=1[CH2:22][CH2:23][NH:24][CH:2]1[CH2:11][CH2:10][CH2:9][C:8]2[N:7]=[C:6]([C:12]#[N:13])[CH:5]=[CH:4][C:3]1=2 |f:2.3,4.5|. Reported procedure: 41.10 g (0.24 mol) of 5-oxo-5,6,7,8-tetrahydroquinoline-2-carbonitrile were dissolved in 500 ml of toluene, and 35.51 ml (0.25 mol) of 2-(2-methoxyphenyl)ethylamine and 4.54 g (0.024 mol) of p-toluenesulphonic acid monohydrate were added. The reaction solution was then stirred under reflux for 5 hours (using a water separator). Subsequently, the reaction solution was evaporated to dryness and the residue was taken up in 500 ml of ethanol (anhydrous) and, with stirring, cooled to 0° C. A little a...